From a dataset of the Open Reaction Database (ORD), a public repository of structured organic reaction records. describe an organic reaction: reactants, conditions, products, and yield Reactants: crude product, C(C)OC(=O)C1=C[C@H]([C@@H]([C@@H](C1)OS(=O)(=O)C)NP(=O)(OCC)OCC)OC(CC)CC ((3R,4S,5R)-4-(diethoxy-phosphorylamino)-3-(1-ethyl-propoxy)-5-methanesulfonyloxy-cyclohex-1-enecarboxylic Acid Ethyl Ester), [N-]=[N+]=[N-].[Na+] (sodium azide). Solvent: CC1CCCCC1 (methylcyclohexane), CCO (EtOH), CS(=O)C (DMSO), CCOC(=O)C (EtOAc). Conditions: temperature 87.5 celsius, time 20 hour. Yields the product C(C)OC(=O)C1=C[C@H]([C@@H]([C@H](C1)N=[N+]=[N-])NP(=O)(OCC)OCC)OC(CC)CC ((3R,4R,5S)-5-azido-4-(diethoxy-phosphorylamino)-3-(1-ethyl-propoxy)-cyclohex-1-enecarboxylic Acid Ethyl Ester). Isolated yield 15.1%. Reaction SMILES: [CH2:1]([O:3][C:4]([C:6]1[CH2:11][C@@H:10](OS(C)(=O)=O)[C@@H:9]([NH:17][P:18]([O:23][CH2:24][CH3:25])([O:20][CH2:21][CH3:22])=[O:19])[C@H:8]([O:26][CH:27]([CH2:30][CH3:31])[CH2:28][CH3:29])[CH:7]=1)=[O:5])[CH3:2].[N-:32]=[N+:33]=[N-:34].[Na+]>CCO.CS(C)=O.CCOC(C)=O.CC1CCCCC1>[CH2:1]([O:3][C:4]([C:6]1[CH2:11][C@H:10]([N:32]=[N+:33]=[N-:34])[C@@H:9]([NH:17][P:18]([O:23][CH2:24][CH3:25])([O:20][CH2:21][CH3:22])=[O:19])[C@H:8]([O:26][CH:27]([CH2:30][CH3:31])[CH2:28][CH3:29])[CH:7]=1)=[O:5])[CH3:2] |f:1.2|. Procedure: To a solution of 104 mg of 18 in 0.50 mL of EtOH and 0.50 mL of DMSO in a 5.0 mL round-bottom flask equipped with a magnetic stirrer, a reflux condenser and an inert gas supply was added 28 mg sodium azide and the reaction mixture was stirred at 85-90° C. for 20 h. The brown reaction mixture was cooled to RT diluted with 1.0 mL of EtOAc and extracted with 1.0 mL of aqueous 1 M NaHCO3. The separated organic phase was dried (Na2SO4), filtered and evaporated at 40° C./120-10 mbar to obtain 40 mg of... The reactants are O=C([O-])[O-], C1CCOC1, CC1(C)CNCCC1Nc1cc(=O)oc2ccc(Cl)cc12, ClCc1ccc2c(c1)OCO2, [Cs+], [Cs+]. The product is CC1(C)CN(Cc2ccc3c(c2)OCO3)CCC1Nc1cc(=O)oc2ccc(Cl)cc12. Reaction SMILES: [C:22](=[O:23])([O-:24])[O-:25].[CH2:39]1[O:40][CH2:41][CH2:42][CH2:43]1.[Cl:1][c:2]1[cH:3][c:4]2[c:5]([NH:13][CH:14]3[C:15]([CH3:20])([CH3:21])[CH2:16][NH:17][CH2:18][CH2:19]3)[cH:6][c:7](=[O:12])[o:8][c:9]2[cH:10][cH:11]1.[Cl:28][CH2:29][c:30]1[cH:31][c:32]2[c:33]([cH:37][cH:38]1)[O:34][CH2:35][O:36]2.[Cs+:26].[Cs+:27]>>[Cl:1][c:2]1[cH:3][c:4]2[c:5]([NH:13][CH:14]3[C:15]([CH3:20])([CH3:21])[CH2:16][N:17]([CH2:29][c:30]4[cH:31][c:32]5[c:33]([cH:37][cH:38]4)[O:34][CH2:35][O:36]5)[CH2:18][CH2:19]3)[cH:6][c:7](=[O:12])[o:8][c:9]2[cH:10][cH:11]1. Reactants: ClCCCBr, CC(C)=O, CNC(C)C, [Na+], [OH-]. Product: CC(C)N(C)CCCCl. RXN SMILES: [Br:8][CH2:9][CH2:10][CH2:11][Cl:12].[CH3:13][C:14](=[O:15])[CH3:16].[CH:1]([CH3:2])([CH3:3])[NH:4][CH3:5].[Na+:7].[OH-:6]>>[CH:1]([CH3:2])([CH3:3])[N:4]([CH3:5])[CH2:9][CH2:10][CH2:11][Cl:12]. Reactants: C(OCC)(OC1=CC=C(C=C1)S(=O)(=O)N1C(C=2N(C3=CC(=C(C=C13)F)F)C=CC2)CC)=O (ethyl 4-[(4-ethyl-7,8-difluoropyrrolo[1,2-a]quinoxalin-5-(4H)-yl)sulfonyl]phenyl carbonate), [OH-].[Na+] (NaOH). Solvent: CO (methanol). Conditions: time 0.5 hour. Product: C(C)C1C=2N(C3=CC(=C(C=C3N1S(=O)(=O)C1=CC=C(C=C1)O)F)F)C=CC2 (4-[(4-ethyl-7,8-difluoropyrrolo[1,2-a]quinoxalin-5-(4H)-yl)sulfonyl]phenol). Isolated yield 86.0%. RXN SMILES: C(=O)([O:5][C:6]1[CH:11]=[CH:10][C:9]([S:12]([N:15]2[C:24]3[C:19](=[CH:20][C:21]([F:26])=[C:22]([F:25])[CH:23]=3)[N:18]3[CH:27]=[CH:28][CH:29]=[C:17]3[CH:16]2[CH2:30][CH3:31])(=[O:14])=[O:13])=[CH:8][CH:7]=1)OCC.[OH-].[Na+]>CO>[CH2:30]([CH:16]1[N:15]([S:12]([C:9]2[CH:8]=[CH:7][C:6]([OH:5])=[CH:11][CH:10]=2)(=[O:14])=[O:13])[C:24]2[C:19](=[CH:20][C:21]([F:26])=[C:22]([F:25])[CH:23]=2)[N:18]2[CH:27]=[CH:28][CH:29]=[C:17]12)[CH3:31] |f:1.2|. Procedure details: To 50 ml round bottom flask charged with 30 ml of methanol was added 0.67 g (1.4 mmol) of the product from Example 6, then 2 ml of 2N NaOH. The solution was stirred for 0.5 hr to completion then concentrated. The residue was neutralized with 2N HCl and extracted with ethyl acetate (2×10 ml), dried (MgSO4) and concentrated. The solid was passed through a plug of silica gel eluting with 40% ethyl acetate:hexane. The product so obtained was triturated with hexane to induce solidification, then crys... Starting materials: C(=O)(OC(C)(C)C)N([C@@H](C)C(=O)O)C1CCCCC1 (Boc-cyclohexylalanine). The solvent is C(=O)(C(F)(F)F)O.C(Cl)Cl (TFA CH2Cl2). Product: C1(CCCCC1)N[C@@H](C)C(=O)O (cyclohexylalanine). As a reaction SMILES: C([N:8]([CH:14]1[CH2:19][CH2:18][CH2:17][CH2:16][CH2:15]1)[C@H:9]([C:11]([OH:13])=[O:12])[CH3:10])(OC(C)(C)C)=O>C(O)(C(F)(F)F)=O.C(Cl)Cl>[CH:14]1([NH:8][C@H:9]([C:11]([OH:13])=[O:12])[CH3:10])[CH2:19][CH2:18][CH2:17][CH2:16][CH2:15]1 |f:1.2|. Procedure: 1 g (0.41 mmol/g) of Boc-cyclohexylalanine-BAH resin was suspended and shaken in TFA/CH2Cl2 (1:1) by volume (3×40 mL) 10 min each time to remove the Boc group. The product was isolated by filtration and washed (3×50 mL each) with CH2Cl2, 8% DIEA in CH2Cl2 and CH2Cl2 to give the free base of cyclohexylalanine-BHA resin. This was subjected to sequential solid phase peptide synthesis using the Fmoc-protocol. All couplings except the last residue were performed using DCC/HOBt procedure. At step 7 th...